Dataset: the Open Reaction Database (ORD), a public repository of structured organic reaction records. Task: describe an organic reaction: reactants, conditions, products, and yield The reactants are C(C(=O)Cl)(=O)Cl (Oxalyl dichloride), BrC1=C(C=C(C(=O)O)C=C1)F (4-bromo-3-fluoro-benzoic acid), CN(C)C=O (DMF). Run in C(Cl)Cl (DCM). Conditions: time 2 hour. The product is BrC1=C(C=C(C(=O)Cl)C=C1)F (4-bromo-3-fluoro-benzoyl chloride). As a reaction SMILES: [C:1](Cl)(=O)[C:2]([Cl:4])=[O:3].[Br:7][C:8]1[CH:16]=[CH:15]C(C(O)=O)=[CH:10][C:9]=1[F:17].CN(C=O)C>C(Cl)Cl>[Br:7][C:8]1[CH:16]=[CH:15][C:1]([C:2]([Cl:4])=[O:3])=[CH:10][C:9]=1[F:17]. Reported procedure: Oxalyl dichloride (6.1 g, 48 mmol) was added to a solution of 4-bromo-3-fluoro-benzoic acid (7 g, 32 mmol) in DCM (80 mL) at 0° C. followed by DMF (0.2 mL) and the reaction mixture was stirred at RT for 2 h and then conentrated under vacuum to provide crude 4-bromo-3-fluoro-benzoyl chloride. Reactants: FC1=CC=C(C=C1)C(C=1C(=NC=CC1)NC(C(C)(C)C)=O)O (N-{3-[(4-fluoro-phenyl)-hydroxy-methyl]-pyridin-2-yl}pivalamide), [OH-].[Na+] (sodium hydroxide), O (Water). Run in C(C)O (ethanol). Reaction conditions: temperature 100 celsius. The product is NC1=NC=CC=C1C(O)C1=CC=C(C=C1)F ((2-Amino-pyridin-3-yl)-(4-fluoro-phenyl)-methanol), solid. Yield: 85.0%. As a reaction SMILES: [F:1][C:2]1[CH:7]=[CH:6][C:5]([CH:8]([OH:22])[C:9]2[C:10]([NH:15]C(=O)C(C)(C)C)=[N:11][CH:12]=[CH:13][CH:14]=2)=[CH:4][CH:3]=1.[OH-].[Na+].O>C(O)C>[NH2:15][C:10]1[C:9]([CH:8]([C:5]2[CH:4]=[CH:3][C:2]([F:1])=[CH:7][CH:6]=2)[OH:22])=[CH:14][CH:13]=[CH:12][N:11]=1 |f:1.2|. Procedure details: To a solution of N-{3-[(4-fluoro-phenyl)-hydroxy-methyl]-pyridin-2-yl}pivalamide (890 mg, 2.94 mmol) in ethanol (44 mL) was added 2 N aqueous sodium hydroxide solution (7.36 mL, 14.7 mmol). The reaction was heated to 100° C. for 5 hours. Water was added and the reaction was extracted twice with ethyl acetate. The combined organic layers were washed with saturated aqueous sodium chloride solution, dried over sodium sulfate, filtered and the solvent was evaporated under reduced pressure to yield t... Reactants: [OH-].[Na+] (NaOH), C1(=CC=CC=C1)S(=O)(=O)C1=CC=C2CC[C@@H](OC2=C1)COS(=O)(=O)C1=CC=C(C=C1)C (toluene-4-sulfonic acid (R)-7-benzenesulfonyl-chroman-2-ylmethyl ester), CN (MeNH2), CN (MeNH2). Conditions: temperature 100 celsius. The product is C1(=CC=CC=C1)S(=O)(=O)C1=CC=C2CC[C@@H](OC2=C1)CNC (((R)-7-Benzenesulfonyl-chroman-2-ylmethyl)-methyl-amine). Reaction SMILES: [C:1]1([S:7]([C:10]2[CH:19]=[C:18]3[C:13]([CH2:14][CH2:15][C@H:16]([CH2:20]OS(C4C=CC(C)=CC=4)(=O)=O)[O:17]3)=[CH:12][CH:11]=2)(=[O:9])=[O:8])[CH:6]=[CH:5][CH:4]=[CH:3][CH:2]=1.[CH3:32][NH2:33].[OH-].[Na+]>>[C:1]1([S:7]([C:10]2[CH:19]=[C:18]3[C:13]([CH2:14][CH2:15][C@H:16]([CH2:20][NH:33][CH3:32])[O:17]3)=[CH:12][CH:11]=2)(=[O:9])=[O:8])[CH:6]=[CH:5][CH:4]=[CH:3][CH:2]=1 |f:2.3|. Procedure: A solution of toluene-4-sulfonic acid (R)-7-benzenesulfonyl-chroman-2-ylmethyl ester (274 mg, 0.6 mmol) and MeNH2 (2M in THF, 5 mL) was heated at 100° C. under microwave conditions for 6 hours. MeNH2 (40% in water, 2 mL) was then added and the mixture was heated at 100° C. under microwave conditions overnight. NaOH (10%) was added and the mixture was extracted 3 times with DCM. The combined organic extracts were washed with water, dried over Na2SO4, filtered and concentrated in vacuo. The residu... The reactants are CO, C#CC(=O)Nc1ccc(-c2ccc(Cl)cc2)cc1, ClCCl, COC1CCN(Cc2ccc(I)cc2)CC1. The product is COC1CCN(Cc2ccc(C#CC(=O)Nc3ccc(-c4ccc(Cl)cc4)cc3)cc2)CC1. As a reaction SMILES: [CH3:35][OH:36].[Cl:17][c:18]1[cH:19][cH:20][c:21](-[c:24]2[cH:25][cH:26][c:27]([NH:30][C:31]([C:32]#[CH:33])=[O:34])[cH:28][cH:29]2)[cH:22][cH:23]1.[Cl:37][CH2:38][Cl:39].[I:1][c:2]1[cH:3][cH:4][c:5]([CH2:6][N:7]2[CH2:8][CH2:9][CH:10]([O:13][CH3:14])[CH2:11][CH2:12]2)[cH:15][cH:16]1>>[c:2]1([C:33]#[C:32][C:31]([NH:30][c:27]2[cH:26][cH:25][c:24](-[c:21]3[cH:20][cH:19][c:18]([Cl:17])[cH:23][cH:22]3)[cH:29][cH:28]2)=[O:34])[cH:3][cH:4][c:5]([CH2:6][N:7]2[CH2:8][CH2:9][CH:10]([O:13][CH3:14])[CH2:11][CH2:12]2)[cH:15][cH:16]1. Starting materials: ClC=1C=C(C(=NC1)NCC1=CC2=C(N=C(S2)SC)C=C1)[N+](=O)[O-] (5-Chloro-N-((2-(methylthio)benzo[d]thiazol-6-yl)methyl)-3-nitropyridin-2-amine), BrC1=CC(=C(NCC2=CC3=C(N=C(S3)SC)C=C2)C=C1OC)[N+](=O)[O-] (4-bromo-5-methoxy-N-((2-(methylthio)benzo[d]thiazol-6-yl)methyl)-2-nitroaniline). Yields the product ClC=1C=C(C(=NC1)NCC1=CC2=C(N=C(S2)SC)C=C1)N (5-chloro-N2-((2-(methylthio)benzo[d]thiazol-6-yl)methyl)pyridine-2,3-diamine). Yield: 65.0%. Reaction SMILES: [Cl:1][C:2]1[CH:3]=[C:4]([N+:21]([O-])=O)[C:5]([NH:8][CH2:9][C:10]2[CH:20]=[CH:19][C:13]3[N:14]=[C:15]([S:17][CH3:18])[S:16][C:12]=3[CH:11]=2)=[N:6][CH:7]=1.BrC1C(OC)=CC(NCC2C=CC3N=C(SC)SC=3C=2)=C([N+]([O-])=O)C=1>>[Cl:1][C:2]1[CH:3]=[C:4]([NH2:21])[C:5]([NH:8][CH2:9][C:10]2[CH:20]=[CH:19][C:13]3[N:14]=[C:15]([S:17][CH3:18])[S:16][C:12]=3[CH:11]=2)=[N:6][CH:7]=1. Reported procedure: Crude 5-chloro-N2-((2-(methylthio)benzo[d]thiazol-6-yl)methyl)pyridine-2,3-diamine was synthesized as a yellow solid using a procedure analogous to that describe in Step 2 of Example 41, substituting 5-chloro-N-((2-(methylthio)benzo[d]thiazol-6-yl)methyl)-3-nitropyridin-2-amine from Step 1 of this Example for 4-bromo-5-methoxy-N-((2-(methylthio)benzo[d]thiazol-6-yl)methyl)-2-nitroaniline used in Example 41. The residue was purified by silica gel flash chromatography eluting with a gradient of 10...